Dataset: the Open Reaction Database (ORD), a public repository of structured organic reaction records. Task: describe an organic reaction: reactants, conditions, products, and yield Starting materials: ClC(Cl)(Cl)Cl, O=Cc1cccc([N+](=O)[O-])c1, O=[N+]([O-])c1cccc(C(Cl)Cl)c1, c1ccc(P(c2ccccc2)c2ccccc2)cc1. The product is O=[N+]([O-])c1cccc(C=C(Cl)Cl)c1. RXN SMILES: [C:43]([Cl:44])([Cl:45])([Cl:46])[Cl:47].[N+:20](=[O:21])([O-:22])[c:23]1[cH:24][c:25]([CH:26]=[O:27])[cH:28][cH:29][cH:30]1.[N+:31]([c:32]1[cH:33][c:34]([CH:37]([Cl:38])[Cl:39])[cH:35][cH:36][cH:40]1)([O-:41])=[O:42].[c:1]1([P:2]([c:3]2[cH:4][cH:5][cH:6][cH:7][cH:8]2)[c:9]2[cH:10][cH:11][cH:12][cH:13][cH:14]2)[cH:15][cH:16][cH:17][cH:18][cH:19]1>>[N+:20](=[O:21])([O-:22])[c:23]1[cH:24][c:25]([CH:26]=[C:37]([Cl:38])[Cl:39])[cH:28][cH:29][cH:30]1. The reactants are FC1=C(C=C(C=C1C)OC(C)=O)C (acetic acid 4-fluoro-3,5-dimethyl-phenyl ester), [OH-].[K+] (KOH). Run in O1CCOCC1 (dioxane). Reaction conditions: temperature 25 celsius, time 30 minute. Product: FC1=C(C=C(C=C1C)O)C (4-Fluoro-3,5-dimethyl-phenol). As a reaction SMILES: [F:1][C:2]1[C:7]([CH3:8])=[CH:6][C:5]([O:9]C(=O)C)=[CH:4][C:3]=1[CH3:13].[OH-].[K+]>O1CCOCC1>[F:1][C:2]1[C:7]([CH3:8])=[CH:6][C:5]([OH:9])=[CH:4][C:3]=1[CH3:13] |f:1.2|. Reported procedure: To a solution of acetic acid 4-fluoro-3,5-dimethyl-phenyl ester in 10 mL dioxane was added 10 mL aqueous 5% KOH at 25° C. After being stirred for 30 min at 25° C., the reaction was quenched by the addition of 12 mL of 1M aqueous HCl. The mixture was extracted ethyl acetate (3×30 mL) and the combined organic layers were washed with brine (2×30 mL). The solution was dried over Na2SO4 before being concentrated under reduced pressure. The product was isolated by silica gel chromatography to afford t...